Dataset: the Open Reaction Database (ORD), a public repository of structured organic reaction records. Task: describe an organic reaction: reactants, conditions, products, and yield The reactants are C(C)(=O)OC(C(OCC1CCC(O1)N1C(N=C(C=C1)NC(C)=O)=O)=O)C (N-[1-[5-[[2-(Acetyloxy)-1-oxopropoxy]methyl]tetrahydro-2-furanyl]-1,2-dihydro-2-oxo-4-pyrimidinyl]acetamide), [OH-].C(C1=CC=CC=C1)[N+](C)(C)C (N-benzyltrimethyl-ammonium hydroxide). Run in C(C)O (ethanol). Conditions: time 8 hour. Yields the product [C@@H]1(CC[C@@H](CO)O1)N1C(=O)N=C(N)C=C1 (2',3'-dideoxycytidine). Isolated yield 37.6%. Reaction SMILES: C(OC(C)C(=O)[O:7][CH2:8][CH:9]1[O:13][CH:12]([N:14]2[CH:19]=[CH:18][C:17]([NH:20]C(=O)C)=[N:16][C:15]2=[O:24])[CH2:11][CH2:10]1)(=O)C.[OH-].C([N+](C)(C)C)C1C=CC=CC=1>C(O)C>[C@@H:12]1([N:14]2[CH:19]=[CH:18][C:17]([NH2:20])=[N:16][C:15]2=[O:24])[O:13][C@H:9]([CH2:8][OH:7])[CH2:10][CH2:11]1 |f:1.2|. Reported procedure: A solution of 20.7 g of the product from Example 14 in 100 mL of ethanol was treated with 10.0 mL of Triton B (N-benzyltrimethyl-ammonium hydroxide), and the mixture was stirred at room temperature overnight. The mixture was concentrated to 20 ml, cooled to 0° C., and the product was collected by filtration. It was washed with 10 mL of cold ethanol to give 4.48 g of 2',3'-dideoxycytidine, mp 215°-218° C., as an off-white solid. The reactants are compound, N1(CCCC1)C=1CCN(CC1)C1=CC=C(C#N)C=C1 (4-(3,6-Dihydro-4-(1-pyrrolidinyl)-1(2H)-pyridinyl]benzonitrile), Cl (HCl), C(Cl)Cl (methylene chloride), C(#N)[BH3-].C(CCC)[N+](CCCC)(CCCC)CCCC (tetrabutylammonium cyanoborohydride). Run in C(=O)([O-])[O-].[Na+].[Na+] (Na2CO3). The product is N1(CCCC1)C1CCN(CC1)C1=CC=C(C#N)C=C1 (4-[4-(1-Pyrrolidinyl)-1-piperidinyl]benzonitrile). RXN SMILES: [N:1]1([C:6]2[CH2:7][CH2:8][N:9]([C:12]3[CH:19]=[CH:18][C:15]([C:16]#[N:17])=[CH:14][CH:13]=3)[CH2:10][CH:11]=2)[CH2:5][CH2:4][CH2:3][CH2:2]1.Cl.C(Cl)Cl.C([BH3-])#N.C([N+](CCCC)(CCCC)CCCC)CCC>C([O-])([O-])=O.[Na+].[Na+]>[N:1]1([CH:6]2[CH2:7][CH2:8][N:9]([C:12]3[CH:13]=[CH:14][C:15]([C:16]#[N:17])=[CH:18][CH:19]=3)[CH2:10][CH2:11]2)[CH2:2][CH2:3][CH2:4][CH2:5]1 |f:3.4,5.6.7|. Procedure: A solution of 2 g (0.0079 mol) of the compound of (C), 5 ml of 4.66M HCl (in isopropyl alcohol), 40 ml of methylene chloride and 4.46 g of tetrabutylammonium cyanoborohydride is stirred at ambient temperature overnight. The solution is diluted with sat. Na2CO3 solution and extracted with methylene chloride. The combined extracts are dried (Na2SO4) and concentrated in vacuo to give the title compound. An analytical sample is prepared by recrystallization from cyclohexane: m.p. 88°-89° C.; IR (KBr... The reactants are CC(=O)Oc1ccc(-c2c3ccccc3c(Br)c3sc(C)c(C)c23)cc1, C1CCOC1, [K+], [OH-]. Yields the product Cc1sc2c(Br)c3ccccc3c(-c3ccc(O)cc3)c2c1C. As a reaction SMILES: [Br:3][c:4]1[c:5]2[cH:6][cH:7][cH:8][cH:9][c:10]2[c:11](-[c:19]2[cH:20][cH:21][c:22]([O:25][C:26](=[O:27])[CH3:28])[cH:23][cH:24]2)[c:12]2[c:13]1[s:14][c:15]([CH3:18])[c:16]2[CH3:17].[CH2:29]1[O:30][CH2:31][CH2:32][CH2:33]1.[K+:2].[OH-:1]>>[Br:3][c:4]1[c:5]2[cH:6][cH:7][cH:8][cH:9][c:10]2[c:11](-[c:19]2[cH:20][cH:21][c:22]([OH:25])[cH:23][cH:24]2)[c:12]2[c:13]1[s:14][c:15]([CH3:18])[c:16]2[CH3:17]. Starting materials: [H-] (hydride), COC(=O)C1N2C(C3=CC=CC=C13)C(NCC2)=O (1,2,3,4,6,10b-Hexahydro-1-oxo-pyrazino[2,1-a]isoindole-6-carboxylic Acid Methyl Ester), [BH4-].[Li+] (lithium borohydride), O (Water). The solvent is O1CCCC1 (tetrahydrofuran). Yields the product OCC1N2C(C3=CC=CC=C13)C(NCC2)=O (1,2,3,4,6,10b-hexahydro-6-hydroxymethylpyrazino[2,1-a]isoindol-1-one). Yield: 55.3%. As a reaction SMILES: C[O:2][C:3]([CH:5]1[C:13]2[C:8](=[CH:9][CH:10]=[CH:11][CH:12]=2)[CH:7]2[C:14](=[O:18])[NH:15][CH2:16][CH2:17][N:6]12)=O.[BH4-].[Li+].O.[H-]>O1CCCC1>[OH:2][CH2:3][CH:5]1[C:13]2[C:8](=[CH:9][CH:10]=[CH:11][CH:12]=2)[CH:7]2[C:14](=[O:18])[NH:15][CH2:16][CH2:17][N:6]12 |f:1.2|. Procedure: A mixture of 1,2,3,4,6,10b-hexahydro-1-oxo-pyrazino[2,1-a]isoindole-6-carboxylic acid methyl ester (0.5 g, described in Example 24) and lithium borohydride (0.044 g) in tetrahydrofuran (25 ml) is refluxed for 18 hr. Water is carefully added to decompose the excess hydride and the tetrahydrofuran is evaporated. Water is added and the solution is continuously extracted with ethyl acetate for 18 hr. The extract is dried and evaporated to give 1,2,3,4,6,10b-hexahydro-6-hydroxymethylpyrazino[2,1-a]is...